From a dataset of the Open Reaction Database (ORD), a public repository of structured organic reaction records. describe an organic reaction: reactants, conditions, products, and yield Reactants: ClC1=CC=C(C=N1)OC1CCN(CC1)C(=O)OC(C)(C)C (tert-butyl 4-((6-chloropyridin-3-yl)oxy)piperidine-1-carboxylate), CN(C(=O)C=1C=C2CCNC2=CC1)C (N,N-dimethylindoline-5-carboxamide). The product is C(C)(C)(C)OC(=O)N1CCC(CC1)OC=1C=NC(=CC1)N1CCC2=CC(=CC=C12)C(N(C)C)=O (tert-Butyl-4-((6-(5-(dimethylcarbamoyl)indolin-1-yl)pyridin-3-yl)oxy)-piperidine-1-carboxylate). Reaction SMILES: Cl[C:2]1[N:7]=[CH:6][C:5]([O:8][CH:9]2[CH2:14][CH2:13][N:12]([C:15]([O:17][C:18]([CH3:21])([CH3:20])[CH3:19])=[O:16])[CH2:11][CH2:10]2)=[CH:4][CH:3]=1.[CH3:22][N:23]([CH3:35])[C:24]([C:26]1[CH:27]=[C:28]2[C:32](=[CH:33][CH:34]=1)[NH:31][CH2:30][CH2:29]2)=[O:25]>>[C:18]([O:17][C:15]([N:12]1[CH2:13][CH2:14][CH:9]([O:8][C:5]2[CH:6]=[N:7][C:2]([N:31]3[C:32]4[C:28](=[CH:27][C:26]([C:24](=[O:25])[N:23]([CH3:22])[CH3:35])=[CH:34][CH:33]=4)[CH2:29][CH2:30]3)=[CH:3][CH:4]=2)[CH2:10][CH2:11]1)=[O:16])([CH3:21])([CH3:20])[CH3:19]. Reported procedure: The title compound was prepared by following the similar procedure as described in Example-1 by using tert-butyl 4-((6-chloropyridin-3-yl)oxy)piperidine-1-carboxylate (intermediate-6) and N,N-dimethylindoline-5-carboxamide (intermediate-13). The reactants are CCOC(=O)COc1ccc(Br)cc1CO, ClCCl, O=S(Cl)Cl. Yields the product CCOC(=O)COc1ccc(Br)cc1CCl. Reaction SMILES: [Br:1][c:2]1[cH:3][c:4]([CH2:15][OH:16])[c:5]([O:6][CH2:7][C:8](=[O:9])[O:10][CH2:11][CH3:12])[cH:13][cH:14]1.[Cl:21][CH2:22][Cl:23].[S:17]([Cl:18])([Cl:19])=[O:20]>>[Br:1][c:2]1[cH:3][c:4]([CH2:15][Cl:19])[c:5]([O:6][CH2:7][C:8](=[O:9])[O:10][CH2:11][CH3:12])[cH:13][cH:14]1. Reactants: CCOC(=O)CCCn1ccc2c(C#N)cccc21, CCO, Cl, NO, [Na+], O=C([O-])O. The product is CCOC(=O)CCCn1ccc2c(C(=N)NO)cccc21. Reaction SMILES: [C:1](#[N:2])[c:3]1[c:4]2[cH:5][cH:6][n:7]([CH2:12][CH2:13][CH2:14][C:15](=[O:16])[O:17][CH2:18][CH3:19])[c:8]2[cH:9][cH:10][cH:11]1.[CH3:28][CH2:29][OH:30].[ClH:22].[NH2:20][OH:21].[Na+:27].[O-:23][C:24]([OH:25])=[O:26]>>[C:1](=[NH:2])([c:3]1[c:4]2[cH:5][cH:6][n:7]([CH2:12][CH2:13][CH2:14][C:15](=[O:16])[O:17][CH2:18][CH3:19])[c:8]2[cH:9][cH:10][cH:11]1)[NH:20][OH:21]. Starting materials: CC(=O)NC(=Cc1ccc(F)c(Br)c1)C(=O)O, CO. The product is CC(=O)NC(Cc1ccc(F)c(Br)c1)C(=O)O. As a reaction SMILES: [C:1]([CH3:2])(=[O:3])[NH:4][C:5]([C:6](=[O:7])[OH:8])=[CH:9][c:10]1[cH:11][c:12]([Br:17])[c:13]([F:16])[cH:14][cH:15]1.[CH3:18][OH:19]>>[C:1]([CH3:2])(=[O:3])[NH:4][CH:5]([C:6](=[O:7])[OH:8])[CH2:9][c:10]1[cH:11][c:12]([Br:17])[c:13]([F:16])[cH:14][cH:15]1.